Dataset: the Open Reaction Database (ORD), a public repository of structured organic reaction records. Task: describe an organic reaction: reactants, conditions, products, and yield Reactants: CCN(CC1CCCO1)c1nc(Nc2ccc(-c3cnco3)cc2)nc2c1CN(C(=O)OC(C)(C)C)CC2, CO, Cl. Yields the product CCN(CC1CCCO1)c1nc(Nc2ccc(-c3cnco3)cc2)nc2c1CNCC2. RXN SMILES: [CH2:1]([CH3:2])[N:3]([c:4]1[c:5]2[c:6]([n:7][c:8]([NH:10][c:11]3[cH:12][cH:13][c:14](-[c:17]4[cH:18][n:19][cH:20][o:21]4)[cH:15][cH:16]3)[n:9]1)[CH2:22][CH2:23][N:24]([C:26]([O:27][C:28]([CH3:29])([CH3:30])[CH3:31])=[O:32])[CH2:25]2)[CH2:33][CH:34]1[O:35][CH2:36][CH2:37][CH2:38]1.[CH3:40][OH:41].[ClH:39]>>[CH2:1]([CH3:2])[N:3]([c:4]1[c:5]2[c:6]([n:7][c:8]([NH:10][c:11]3[cH:12][cH:13][c:14](-[c:17]4[cH:18][n:19][cH:20][o:21]4)[cH:15][cH:16]3)[n:9]1)[CH2:22][CH2:23][NH:24][CH2:25]2)[CH2:33][CH:34]1[O:35][CH2:36][CH2:37][CH2:38]1. Reactants: OCC1=CC=C2CCC(NC2=C1)=O (7-(hydroxymethyl)-3,4-dihydroquinolin-2(1H)-one), CS(=O)(=O)OCCCN1CCN(CC1)C1=C(C=CC=C1)OC (3-(4-(2-methoxyphenyl)piperazin-1-yl)propyl methanesulfonate), [H-].[Na+] (sodium hydride). Solvent: C1CCOC1 (THF), C1CCOC1 (THF), C1CCOC1 (THF). Run at time 6 hour. The product is N1C(C=CC2=CC=CC=C12)=O (quinolinone). RXN SMILES: [H-].[Na+].CS(OCCCN1CCN(C2C=CC=CC=2OC)CC1)(=O)=O.OC[C:27]1[CH:36]=[C:35]2[C:30]([CH2:31][CH2:32][C:33](=[O:37])[NH:34]2)=[CH:29][CH:28]=1>C1COCC1>[NH:34]1[C:35]2[C:30](=[CH:29][CH:28]=[CH:27][CH:36]=2)[CH:31]=[CH:32][C:33]1=[O:37] |f:0.1|. Procedure details: To a stirred suspension of sodium hydride (0.019 g, 0.0004 mol) in 5 mL of anhydrous THF was added a solution of 3-(4-(2-methoxyphenyl)piperazin-1-yl)propyl methanesulfonate (40) (0.13 g, 0.0004 mol) in 5 mL THF at ice-bath temperature followed by 7-(hydroxymethyl)-3,4-dihydroquinolin-2(1H)-one (37) (0.07 g, 0.0004 mol) in 5 mL THF dropwise. After the completion of the addition, the resulting reaction mixture was allowed to warm up to room temperature and stirred at 50° C. for 6 h. The progress ... Starting materials: O=C([O-])[O-], C=CCBr, C=CCc1cc(OCc2ccccc2)ccc1O, CCC(C)=O, [Cs+], [Cs+]. Yields the product C=CCOc1ccc(OCc2ccccc2)cc1CC=C. Reaction SMILES: [C:23](=[O:24])([O-:25])[O-:26].[CH2:19]([CH:20]=[CH2:21])[Br:22].[CH2:1]([CH:2]=[CH2:3])[c:4]1[c:5]([OH:18])[cH:6][cH:7][c:8]([O:10][CH2:11][c:12]2[cH:13][cH:14][cH:15][cH:16][cH:17]2)[cH:9]1.[CH2:29]([C:30]([CH3:31])=[O:32])[CH3:33].[Cs+:27].[Cs+:28]>>[CH2:1]([CH:2]=[CH2:3])[c:4]1[c:5]([O:18][CH2:21][CH:20]=[CH2:19])[cH:6][cH:7][c:8]([O:10][CH2:11][c:12]2[cH:13][cH:14][cH:15][cH:16][cH:17]2)[cH:9]1. Starting materials: O=C(Cl)OCc1ccc2ccccc2c1, C1CCOC1, Cl, O=C1CCNCC1F, [Na+], O=C([O-])O, O. Yields the product O=C1CCN(C(=O)OCc2ccc3ccccc3c2)CC1F. Reaction SMILES: [C:15]([O:16][CH2:17][c:18]1[cH:19][c:20]2[cH:21][cH:22][cH:23][cH:24][c:25]2[cH:26][cH:27]1)(=[O:28])[Cl:29].[CH2:30]1[O:31][CH2:32][CH2:33][CH2:34]1.[ClH:1].[F:2][CH:3]1[CH2:4][NH:5][CH2:6][CH2:7][C:8]1=[O:9].[Na+:14].[O-:10][C:11]([OH:12])=[O:13].[OH2:35]>>[F:2][CH:3]1[CH2:4][N:5]([C:15]([O:16][CH2:17][c:18]2[cH:19][c:20]3[cH:21][cH:22][cH:23][cH:24][c:25]3[cH:26][cH:27]2)=[O:28])[CH2:6][CH2:7][C:8]1=[O:9]. RXN SMILES: [NH2:1][C:2]1[CH:17]=[CH:16][CH:15]=[CH:14][C:3]=1[CH2:4][CH2:5][C:6]1[CH:11]=[CH:10][C:9]([CH2:12][CH3:13])=[CH:8][N:7]=1.[C:18](OC(=O)C)(=[O:20])C.NC1C=CC=CC=1CCC1C=CC=CN=1>C(O)=O>[CH2:12]([C:9]1[CH:10]=[CH:11][C:6]([CH2:5][CH2:4][C:3]2[CH:14]=[CH:15][CH:16]=[CH:17][C:2]=2[NH:1][CH:18]=[O:20])=[N:7][CH:8]=1)[CH3:13]. Procedure: Reaction of 2-(o-aminophenethyl)-5-ethylpyridine with acetic anhydride and formic acid according to the procedure described in Example 2 (b) for 2-(o-aminophenethyl)pyridine provides the formylated product 5-ethyl-2-(o-formamidophenethyl)pyridine which can be crystallized from isopropyl ether, m.p. 62°-63.5° C. (corr.). The product is C(C)C=1C=CC(=NC1)CCC1=C(C=CC=C1)NC=O (5-ethyl-2-(o-formamidophenethyl)pyridine). The reactants are NC1=C(CCC2=NC=CC=C2)C=CC=C1 (2-(o-aminophenethyl)pyridine), NC1=C(CCC2=NC=C(C=C2)CC)C=CC=C1 (2-(o-aminophenethyl)-5-ethylpyridine), C(C)(=O)OC(C)=O (acetic anhydride), Example 2 ( b ). Solvent: C(=O)O (formic acid). The reactants are C1(=CC=CC=C1)C1C(CNC1)CO ((4-phenylpyrrolidin-3-yl)methanol), CN(C)C(=[N+](C)C)ON1C2=C(C=CC=C2)N=N1.[B-](F)(F)(F)F (TBTU), C(C)N(C(C)C)C(C)C (N-ethyl-N-isopropylpropan-2-amine), CC1=CC=C(C=C1)C1=NOC=C1C(=O)O (3-(4-methylphenyl)isoxazole-4-carboxylic acid). Run in CN(C)C=O (DMF). Conditions: time 2 hour. Product: CC1=CC=C(C=C1)C1=NOC=C1C(=O)N1CC([C@@H](C1)C1=CC=CC=C1)CO (((4R)-1-{[3-(4-methylphenyl)isoxazol-4-yl]carbonyl}-4-phenylpyrrolidin-3-yl)methanol). Isolated yield 41.8%. As a reaction SMILES: [C:1]1([CH:7]2[CH2:11][NH:10][CH2:9][CH:8]2[CH2:12][OH:13])[CH:6]=[CH:5][CH:4]=[CH:3][CH:2]=1.CN(C(ON1N=NC2C=CC=CC1=2)=[N+](C)C)C.[B-](F)(F)(F)F.C(N(C(C)C)C(C)C)C.[CH3:45][C:46]1[CH:51]=[CH:50][C:49]([C:52]2[C:56]([C:57](O)=[O:58])=[CH:55][O:54][N:53]=2)=[CH:48][CH:47]=1>CN(C=O)C>[CH3:45][C:46]1[CH:47]=[CH:48][C:49]([C:52]2[C:56]([C:57]([N:10]3[CH2:11][C@@H:7]([C:1]4[CH:2]=[CH:3][CH:4]=[CH:5][CH:6]=4)[CH:8]([CH2:12][OH:13])[CH2:9]3)=[O:58])=[CH:55][O:54][N:53]=2)=[CH:50][CH:51]=1 |f:1.2|. Procedure details: A solution of (4-phenylpyrrolidin-3-yl)methanol (7 mg, 0.033 mmol), TBTU (13 mg, 0.039 mmol, 1.2 equ.) and N-ethyl-N-isopropylpropan-2-amine (11 μL, 0.066 mmol, 2 equ.) in DMF (0.3 mL) was added to 3-(4-methylphenyl)isoxazole-4-carboxylic acid (7 mg, 0.033 mmol) and the reaction mixture was stirred at rt for 2 h. The solvent was evaporated and the crude product was purified by RP-HPLC. After evaporation of the solvents the product was dried in vacuum to yield the title compound (5 mg). MS (ESI, ... Reaction SMILES: CC([O-])(C)C.[K+].[CH3:7][O:8][C:9]1[CH:10]=[C:11]([C:17]2[CH:22]([CH2:23][CH3:24])[S:21][C:20](=[O:25])[NH:19][N:18]=2)[CH:12]=[CH:13][C:14]=1[O:15][CH3:16].[Cl:26][CH2:27][CH2:28][CH2:29][N:30]([CH3:32])[CH3:31]>CN(C)C=O.C1(C)C=CC=CC=1>[CH3:31][N:30]([CH3:32])[CH2:29][CH2:28][CH2:27][N:19]1[N:18]=[C:17]([C:11]2[CH:12]=[CH:13][C:14]([O:15][CH3:16])=[C:9]([O:8][CH3:7])[CH:10]=2)[CH:22]([CH2:23][CH3:24])[S:21][C:20]1=[O:25].[ClH:26] |f:0.1|. Conditions: time 30 minute. Product: CN(CCCN1C(SC(C(=N1)C1=CC(=C(C=C1)OC)OC)CC)=O)C (3-dimethylaminopropyl-5-(3,4-dimethoxyphenyl)-6-ethyl-3,6-dihydro-1,3,4-thiadiazin-2-one), Cl (hydrochloride). Solvent: CN(C=O)C (dimethylformamide), C1(=CC=CC=C1)C (toluene). Procedure details: 0.6 g of potassium tert-butylate is added to a solution of 1.5 g of 5-(3,4-dimethoxyphenyl)-6-ethyl-3,6-dihydro-1,3,4-thiadiazin-2-one [obtainable by reacting 1-(3,4-dimethoxyphenyl)-2-bromobutan-1-one with methyl hydrazinethioformate] in 30 ml of dimethylformamide (DMF), and the mixture is stirred for 30 minutes. A solution of 3-chloropropyldimethylamine in toluene is then added and the mixture is boiled for three hours. The solvent is removed in vacuo, and the mixture is worked up as usual to ... Reactants: CC(C)(C)[O-].[K+] (potassium tert-butylate), COC=1C=C(C=CC1OC)C1=NNC(SC1CC)=O (5-(3,4-dimethoxyphenyl)-6-ethyl-3,6-dihydro-1,3,4-thiadiazin-2-one), ClCCCN(C)C (3-chloropropyldimethylamine). Reactants: C1(=CC=CC=C1)C (Toluene), C1(=CC=C(C=C1)S(=O)(=O)O)C (p-Toluenesulfonic acid), O (water), ClC1=CC=C(C=C1)C(=O)C1=CC=C(C=C1)[N+](=O)[O-] ((4-Chlorophenyl)(4-nitrophenyl)methanone). Solvent: C(CO)O (Ethylene glycol). Yields the product ClC1=CC=C(C=C1)C1(OCCO1)C1=CC=C(C=C1)[N+](=O)[O-] (2-(4-chlorophenyl)-2-(4-nitrophenyl)-1,3-dioxolane). Isolated yield 91.0%. RXN SMILES: [C:1]1([CH3:7])C=CC=CC=1.O.[Cl:9][C:10]1[CH:15]=[CH:14][C:13]([C:16]([C:18]2[CH:23]=[CH:22][C:21]([N+:24]([O-:26])=[O:25])=[CH:20][CH:19]=2)=[O:17])=[CH:12][CH:11]=1.C1(C)C=CC(S(O)(=O)=[O:34])=CC=1>C(O)CO>[Cl:9][C:10]1[CH:11]=[CH:12][C:13]([C:16]2([C:18]3[CH:23]=[CH:22][C:21]([N+:24]([O-:26])=[O:25])=[CH:20][CH:19]=3)[O:34][CH2:1][CH2:7][O:17]2)=[CH:14][CH:15]=1. Reported procedure: Toluene (1900 ml) was stirred in a round-bottom flask (5 l) using a water separator. (4-Chlorophenyl)(4-nitrophenyl)methanone (250 g) was added portionwise. p-Toluenesulfonic acid (54.5 g) was added portionwise. Ethylene glycol (237.5 g) was poured out into the mixture. The mixture was stirred and refluxed for 48 hours. The solvent was evaporated. The residue was dissolved into ethyl acetate (5 l) and washed twice with a K2CO3 10% solution. The organic layer was separated, dried, filtered and th... Reactants: NC1=C(C=C(C=C1OCC(F)(F)F)C1(CCC1)C(=O)OCC)Br (ethyl 1-(4-amino-3-bromo-5-(2,2,2-trifluoroethoxy)phenyl)cyclobutanecarboxylate), FC(C1=CC=C(C=C1)B(O)O)(F)F (4-trifluoromethylphenylboronic acid), [F-].[Cs+] (CsF), CCOC(=O)C (EtOAc). Reagents/catalysts: C=1C=CC(=CC1)[P](C=2C=CC=CC2)(C=3C=CC=CC3)[Pd]([P](C=4C=CC=CC4)(C=5C=CC=CC5)C=6C=CC=CC6)([P](C=7C=CC=CC7)(C=8C=CC=CC8)C=9C=CC=CC9)[P](C=1C=CC=CC1)(C=1C=CC=CC1)C=1C=CC=CC1 (Pd (PPh3)4). Solvent: COCCOC (1,2-dimethoxy ethane), O (water). The product is NC1=C(C=C(C=C1C1=CC=C(C=C1)C(F)(F)F)C1(CCC1)C(=O)OCC)OCC(F)(F)F (ethyl 1-(6-amino-5-(2,2,2-trifluoroethoxy)-4′-(trifluoromethyl)biphenyl-3-yl)cyclobutanecarboxylate). Yield: 73.1%. Reaction SMILES: [NH2:1][C:2]1[C:7]([O:8][CH2:9][C:10]([F:13])([F:12])[F:11])=[CH:6][C:5]([C:14]2([C:18]([O:20][CH2:21][CH3:22])=[O:19])[CH2:17][CH2:16][CH2:15]2)=[CH:4][C:3]=1Br.[F:24][C:25]([F:36])([F:35])[C:26]1[CH:31]=[CH:30][C:29](B(O)O)=[CH:28][CH:27]=1.[F-].[Cs+].CCOC(C)=O>COCCOC.C1C=CC([P]([Pd]([P](C2C=CC=CC=2)(C2C=CC=CC=2)C2C=CC=CC=2)([P](C2C=CC=CC=2)(C2C=CC=CC=2)C2C=CC=CC=2)[P](C2C=CC=CC=2)(C2C=CC=CC=2)C2C=CC=CC=2)(C2C=CC=CC=2)C2C=CC=CC=2)=CC=1.O>[NH2:1][C:2]1[C:3]([C:29]2[CH:30]=[CH:31][C:26]([C:25]([F:36])([F:35])[F:24])=[CH:27][CH:28]=2)=[CH:4][C:5]([C:14]2([C:18]([O:20][CH2:21][CH3:22])=[O:19])[CH2:17][CH2:16][CH2:15]2)=[CH:6][C:7]=1[O:8][CH2:9][C:10]([F:13])([F:12])[F:11] |f:2.3,^1:54,56,75,94|. Procedure: A mixture of ethyl 1-(4-amino-3-bromo-5-(2,2,2-trifluoroethoxy)phenyl)cyclobutanecarboxylate (0.32 g, 0.86 mmol), 4-trifluoromethylphenylboronic acid (0.246 g, 1.3 mmol), CsF (0.262 g, 1.7 mmol) and Pd (PPh3)4 (0.1 g, 0.08 mmol) in 10 mL anhydrous 1,2-dimethoxy ethane was refluxed for 8 h under argon. The reaction mixture was cooled, and 25 mL of EtOAc and 75 mL of water were added. The organic phase was separated, dried over Na2SO4, filtered and concentrated under reduced pressure to give a yel...